This data is from the Open Reaction Database (ORD), a public repository of structured organic reaction records. The task is: describe an organic reaction: reactants, conditions, products, and yield Reactants: C(CCC)[Li] (n-butyllithium), Cl (hydrochloric acid), IC1=CC=2CCC3=CC(=CC=C3C2C=C1)I (2,7-diiodo-9,10-dihydrophenanthrene), B(OC(C)C)(OC(C)C)OC(C)C (triisopropyl borate). Run in CCCCCC (hexane), C1CCOC1 (THF). Conditions: time 1 hour. Yields the product IC1=CC=C2C=3C=CC(=CC3CCC2=C1)O (7-iodo-9,10-dihydrophenanthren-2-ol). As a reaction SMILES: [I:1][C:2]1[CH:15]=[CH:14][C:13]2[C:12]3[C:7](=[CH:8][C:9](I)=[CH:10][CH:11]=3)[CH2:6][CH2:5][C:4]=2[CH:3]=1.B(OC(C)C)(OC(C)C)[O:18]C(C)C.C([Li])CCC.Cl>C1COCC1.CCCCCC>[I:1][C:2]1[CH:3]=[C:4]2[C:13]([C:12]3[CH:11]=[CH:10][C:9]([OH:18])=[CH:8][C:7]=3[CH2:6][CH2:5]2)=[CH:14][CH:15]=1. Procedure details: 8.8 g (20.4 mmol) of 2,7-diiodo-9,10-dihydrophenanthrene are dissolved in 250 ml of THF, and, after addition of 7.0 ml (30.5 mmol) of triisopropyl borate, 16.5 ml of a 15 percent soln. of n-butyllithium in hexane are added at −70° C. After 1 h, the batch is hydrolysed using 2 N hydrochloric acid and warmed to room temperature. The solution is extracted twice with MTB ether, dried over sodium sulfate, the solvent is removed in vacuo, and the resultant crude product is suspended in 80 ml of toluen... Run in CS(=O)C (DMSO). The yield is 4.0%. Starting materials: ClC1=C(N)C(=CC=C1)F (2-chloro-6-fluoroaniline), ClC1=NC2=C(C=CC=C2C=C1)C1=CC=2C(NCCC2N1)=O (2-(2-chloroquinolin-8-yl)-6,7-dihydro-1H-pyrrolo[3,2-c]pyridin-4(5H)-one), [Li+].C[Si](C)(C)[N-][Si](C)(C)C (LHMDS). Reagents/catalysts: C(=O)(C(F)(F)F)O (TFA). Conditions: time 1 hour. The product is ClC1=C(C(=CC=C1)F)NC1=NC2=C(C=CC=C2C=C1)C1=CC=2C(NCCC2N1)=O (2-(2-((2-chloro-6-fluorophenyl)amino)quinolin-8-yl)-6,7-dihydro-1H-pyrrolo[3,2-c]pyridin-4(5H)-one), ClC1=C(C(=CC=C1)F)NC1=NC2=C(C=CC=C2C=C1)C1=CC=2C(NC=CC2N1)=O (2-(2-((2-chloro-6-fluorophenyl)amino)quinolin-8-yl)-1H-pyrrolo[3,2-c]pyridin-4(5H)-one). RXN SMILES: [Cl:1][C:2]1[CH:8]=[CH:7][CH:6]=[C:5]([F:9])[C:3]=1[NH2:4].Cl[C:11]1[CH:20]=[CH:19][C:18]2[C:13](=[C:14]([C:21]3[NH:29][C:28]4[CH2:27][CH2:26][NH:25][C:24](=[O:30])[C:23]=4[CH:22]=3)[CH:15]=[CH:16][CH:17]=2)[N:12]=1.[Li+].C[Si]([N-][Si](C)(C)C)(C)C>C(O)(C(F)(F)F)=O.CS(C)=O>[Cl:1][C:2]1[CH:8]=[CH:7][CH:6]=[C:5]([F:9])[C:3]=1[NH:4][C:11]1[CH:20]=[CH:19][C:18]2[C:13](=[C:14]([C:21]3[NH:29][C:28]4[CH2:27][CH2:26][NH:25][C:24](=[O:30])[C:23]=4[CH:22]=3)[CH:15]=[CH:16][CH:17]=2)[N:12]=1.[Cl:1][C:2]1[CH:8]=[CH:7][CH:6]=[C:5]([F:9])[C:3]=1[NH:4][C:11]1[CH:20]=[CH:19][C:18]2[C:13](=[C:14]([C:21]3[NH:29][C:28]4[CH:27]=[CH:26][NH:25][C:24](=[O:30])[C:23]=4[CH:22]=3)[CH:15]=[CH:16][CH:17]=2)[N:12]=1 |f:2.3|. Reported procedure: To 2-chloro-6-fluoroaniline (0.183 g, 1.259 mmol) and 2-(2-chloroquinolin-8-yl)-6,7-dihydro-1H-pyrrolo[3,2-c]pyridin-4(5H)-one (Example 1; 0.075 g, 0.252 mmol) was added LHMDS (1.0 M solution in THF; 1.259 ml, 1.259 mmol). The reaction was sealed and stirred 1 h at RT, then for 3 h at 70° C. The reaction was subsequently cooled to RT and stirred overnight. 1.5 mL DMSO and 10 drops TFA were added. The mixture was filtered and purified by rpHPLC (Phenomenex Gemini 150×30 mm C18 column, 10-80% ACN/... The reactants are O[C@@H]1[C@@H]([C@]2(CC=3C(OC(C3C)=O)=CC2=CC1)C)C ((4aR*,5R*,6S*)-6-Hydroxy-4a,5,6,7-tetrahydro-3,4a,5-trimethylnaphtho[2,3-b]furan-2(4H)-one), O1C(=CC=C1)C(=O)Cl (2-furoyl chloride). Yields the product O1C(=CC=C1)C(=O)O[C@@H]1[C@@H]([C@]2(CC=3C(OC(C3C)=O)=CC2=CC1)C)C ((4aR*,5R*,6S*)-6-(2-Furoyl)oxy-4a,5,6,7-tetrahydro-3,4a,5-trimethylnaphtho[2,3-b]furan-2(4H)-one). Reaction SMILES: [OH:1][C@H:2]1[CH2:16][CH:15]=[C:14]2[C@:4]([CH3:17])([CH2:5][C:6]3[C:7](=[CH:13]2)[O:8][C:9](=[O:12])[C:10]=3[CH3:11])[C@H:3]1[CH3:18].[O:19]1[CH:23]=[CH:22][CH:21]=[C:20]1[C:24](Cl)=[O:25]>>[O:19]1[CH:23]=[CH:22][CH:21]=[C:20]1[C:24]([O:1][C@H:2]1[CH2:16][CH:15]=[C:14]2[C@:4]([CH3:17])([CH2:5][C:6]3[C:7](=[CH:13]2)[O:8][C:9](=[O:12])[C:10]=3[CH3:11])[C@H:3]1[CH3:18])=[O:25]. Procedure details: The title compound was prepared in the same manner as in Example B2, except that the compound prepared in Example B1 was reacted with 2-furoyl chloride. Reactants: CC(C)(C)OC(N1CCN(CC1)c1ccc(C=O)cc1)=O, CC1=CN=C(C=C1)N, [C-]#[N+]C1CCCCC1. The reagents and catalysts are O=C(O)C(F)(F)F (trifluoroacetic acid). Solvent: CC(C)O (isopropyl alcohol), CC(C)O (isopropylalcohol). Conditions: temperature 22 celsius, time 20 hour. Product: Cc1ccc2nc(c3ccc(cc3)N3CCN(CC3)C(=O)OC(C)(C)C)c(NC3CCCCC3)n2c1. Yield: 3.1%. As a reaction SMILES: CC1=CC=C(N)N=C1.[C-]#[N+]C1CCCCC1.CC(C)(C)OC(=O)N1CCN(CC1)C1=CC=C(C=O)C=C1>>CC1=CN2C(C=C1)=NC(=C2NC1CCCCC1)C1=CC=C(C=C1)N1CCN(CC1)C(=O)OC(C)(C)C.